From a dataset of the Open Reaction Database (ORD), a public repository of structured organic reaction records. describe an organic reaction: reactants, conditions, products, and yield Starting materials: CC1=C(C=C(C=C1)[N+](=O)[O-])C1=COC=C1 (4-methyl-3-(3-furyl) nitrobenzene). Reagents/catalysts: [Pd].CC(=O)[O-].CC(=O)[O-].[Pb+2] (Lindlar's catalyst). Run in CO (methanol). The product is CC1=C(C=C(N)C=C1)C1=COC=C1 (4-Methyl-3-(3-furyl)-aniline). The yield is 95.6%. Reaction SMILES: [CH3:1][C:2]1[CH:7]=[CH:6][C:5]([N+:8]([O-])=O)=[CH:4][C:3]=1[C:11]1[CH:15]=[CH:14][O:13][CH:12]=1>[Pd].CC([O-])=O.CC([O-])=O.[Pb+2].CO>[CH3:1][C:2]1[CH:7]=[CH:6][C:5]([NH2:8])=[CH:4][C:3]=1[C:11]1[CH:15]=[CH:14][O:13][CH:12]=1 |f:1.2.3.4|. Procedure details: A suspension of 4-methyl-3-(3-furyl) nitrobenzene 1 (91 mg, 0.45 mmol) and Lindlar's catalyst (0.2 mmol) in methanol was placed under an H2 atmosphere and the resulting reaction was maintained overnight at rt. The reaction mixture was filtered through Celite and the remaining solids were washed with EtOAc. The combined organic portions were concentrated to provide 74 mg (0.43 mmol, 96%) of an amber residue as 2: 1H NMR (300 MHz, CD3OD) δ 7.56 (app t, J=1.1 Hz, 1H), 7.52 (dd, J=1.7, 1.9 Hz, 1 H),... The reactants are OC1=CC(NC(=N1)C=1SC=C(N1)C(F)(F)F)(O)OC (6-hydroxy-4-methoxy-2-(4-trifluoromethyl-thiazol-2-yl)-pyrimidin-4-ol), C(C)N(C1=CC=CC=C1)CC (N,N-diethylaniline), O=P(Cl)(Cl)Cl (POCl3), ice water. Conditions: temperature 110 celsius, time 16 hour. Product: ClC1=NC(=NC(=C1)OC)C=1SC=C(N1)C(F)(F)F (4-chloro-6-methoxy-2-(4-trifluoromethyl-thiazol-2-yl)-pyrimidine). Isolated yield 45.0%. RXN SMILES: O[C:2]1[N:7]=[C:6]([C:8]2[S:9][CH:10]=[C:11]([C:13]([F:16])([F:15])[F:14])[N:12]=2)[NH:5][C:4]([O:18][CH3:19])(O)[CH:3]=1.C(N(CC)C1C=CC=CC=1)C.O=P(Cl)(Cl)[Cl:33]>>[Cl:33][C:2]1[CH:3]=[C:4]([O:18][CH3:19])[N:5]=[C:6]([C:8]2[S:9][CH:10]=[C:11]([C:13]([F:16])([F:15])[F:14])[N:12]=2)[N:7]=1. Procedure details: To a stirred solution of compound 289 (2.38 g, 1 eq.) in POCl3 (7.2 mL) was added N,N-diethylaniline (2.17 g, 1.7 eq.). The mixture was stirred at 110° C. for 16 hrs. The reaction was cooled down to room temperature and poured dropwise into an ice/water mixture. The aqueous solution was extracted with DCM. Organics were dried over Na2SO4, filtered, concentrated under reduced pressure, and purified by silica gel chromatography to yield compound 290 as an orange solid in 45% yield. MS (ESI, EI+): ... Reactants: [N+](=O)([O-])C1=CC=C(C=C1)S(=O)(=O)NC=1C=C(C(=O)N)C=CC1 (3-[[(4-nitrophenyl)sulfonyl]-amino]-benzamide), P(Cl)(Cl)(Cl)(Cl)Cl (phosphorous pentachloride), C(=O)O (formic acid). Run in C(Cl)(Cl)(Cl)Cl (carbon tetrachloride), [N+](=O)([O-])C (nitromethane). Product: ClP(=O)(NC(C1=CC(=CC=C1)NS(=O)(=O)C1=CC=C(C=C1)[N+](=O)[O-])=O)Cl (N-[Dichlorophosphinyl]-3-(4-nitrobenzenesulfonylamino)benzamide). As a reaction SMILES: [N+:1]([C:4]1[CH:9]=[CH:8][C:7]([S:10]([NH:13][C:14]2[CH:15]=[C:16]([CH:20]=[CH:21][CH:22]=2)[C:17]([NH2:19])=[O:18])(=[O:12])=[O:11])=[CH:6][CH:5]=1)([O-:3])=[O:2].[P:23]([Cl:28])(Cl)(Cl)(Cl)[Cl:24].C(O)=[O:30]>C(Cl)(Cl)(Cl)Cl.[N+](C)([O-])=O>[Cl:24][P:23]([Cl:28])([NH:19][C:17](=[O:18])[C:16]1[CH:20]=[CH:21][CH:22]=[C:14]([NH:13][S:10]([C:7]2[CH:6]=[CH:5][C:4]([N+:1]([O-:3])=[O:2])=[CH:9][CH:8]=2)(=[O:12])=[O:11])[CH:15]=1)=[O:30]. Procedure: A suspension of 32.1 g (0.1 m) of 3-[[(4-nitrophenyl)sulfonyl]-amino]-benzamide and 208 g (0.1 m) of phosphorous pentachloride in a mixture of 300 ml of carbon tetrachloride and 100 ml of nitromethane was stirred and heated for 90 min. The resulting solution was cooled to 20° and 4.7 g (0.1 m) of 97% formic acid added. The reaction was stirred overnight, then the product collected by filtration, washed with carbon tetrachloride and air-dried to give 36.7 g, melts 133°-134°, solidifies 138°, melt... Reaction SMILES: [Al+3:33].[CH2:38]1[O:39][CH2:40][CH2:41][CH2:42]1.[Cl:1][c:2]1[c:3]([C:4]#[N:5])[cH:6][c:7]([Cl:31])[cH:8][c:9]1[O:10][c:11]1[c:12]([Cl:30])[cH:13][cH:14][c:15]2[n:16]([CH2:20][c:21]3[n:22][nH:23][c:24]4[n:25][cH:26][cH:27][cH:28][c:29]34)[n:17][n:18][c:19]12.[H-:32].[H-:35].[H-:36].[H-:37].[Li+:34]>>[Cl:1][c:2]1[c:3]([CH2:4][NH2:5])[cH:6][c:7]([Cl:31])[cH:8][c:9]1[O:10][c:11]1[c:12]([Cl:30])[cH:13][cH:14][c:15]2[n:16]([CH2:20][c:21]3[n:22][nH:23][c:24]4[n:25][cH:26][cH:27][cH:28][c:29]34)[n:17][n:18][c:19]12. The product is NCc1cc(Cl)cc(Oc2c(Cl)ccc3c2nnn3Cc2n[nH]c3ncccc23)c1Cl. Reactants: [Al+3], C1CCOC1, N#Cc1cc(Cl)cc(Oc2c(Cl)ccc3c2nnn3Cc2n[nH]c3ncccc23)c1Cl, [H-], [H-], [H-], [H-], [Li+]. Starting materials: resultant mixture, ON1C(=NC(=C1C=1C=NC=CC1)C)C1=C(C=C(C(=C1)[N+](=O)[O-])Cl)OC (1-hydroxy-2-(2-methoxy-4-chloro-5-nitrophenyl)-4-methyl-5-(3-pyridyl)imidazole), P(OCC)(OCC)OCC (triethyl phosphite), O (water). Run in CN(C=O)C (N,N-dimethylformamide). Run at time 1 hour. Yields the product COC1=C(C=C(C(=C1)Cl)[N+](=O)[O-])C=1NC(=C(N1)C)C=1C=NC=CC1 (2-(2-methoxy-4-chloro-5-nitrophenyl)-4-methyl-5-(3-pyridyl)imidazole). Isolated yield 82.0%. Reaction SMILES: O[N:2]1[C:6]([C:7]2[CH:8]=[N:9][CH:10]=[CH:11][CH:12]=2)=[C:5]([CH3:13])[N:4]=[C:3]1[C:14]1[CH:19]=[C:18]([N+:20]([O-:22])=[O:21])[C:17]([Cl:23])=[CH:16][C:15]=1[O:24][CH3:25].P(OCC)(OCC)OCC.O>CN(C)C=O>[CH3:25][O:24][C:15]1[CH:16]=[C:17]([Cl:23])[C:18]([N+:20]([O-:22])=[O:21])=[CH:19][C:14]=1[C:3]1[NH:2][C:6]([C:7]2[CH:8]=[N:9][CH:10]=[CH:11][CH:12]=2)=[C:5]([CH3:13])[N:4]=1. Procedure: A mixture of 1-hydroxy-2-(2-methoxy-4-chloro-5-nitrophenyl)-4-methyl-5-(3-pyridyl)imidazole (9.7 g) and triethyl phosphite (8.9 g) in N,N-dimethylformamide (100 ml) was stirred at 80°-90° C. for one hour. The reaction mixture was poured into water and the resultant mixture was stirred at ambient temperature for one hour. The precipitate was collected by filtration and washed with water and ethyl acetate and dried to give 2-(2-methoxy-4-chloro-5-nitrophenyl)-4-methyl-5-(3-pyridyl)imidazole (7.6 g... The reactants are CCO, CCOC(=O)CCCOc1ccc([N+](=O)[O-])c(C=O)c1, Cl, [Na+], [OH-]. Product: O=Cc1cc(OCCCC(=O)O)ccc1[N+](=O)[O-]. Reaction SMILES: [CH3:24][CH2:25][OH:26].[CH:1](=[O:2])[c:3]1[cH:4][c:5]([O:12][CH2:13][CH2:14][CH2:15][C:16](=[O:17])[O:18][CH2:19][CH3:20])[cH:6][cH:7][c:8]1[N+:9](=[O:10])[O-:11].[ClH:23].[Na+:22].[OH-:21]>>[CH:1](=[O:2])[c:3]1[cH:4][c:5]([O:12][CH2:13][CH2:14][CH2:15][C:16](=[O:17])[OH:18])[cH:6][cH:7][c:8]1[N+:9](=[O:10])[O-:11]. The reactants are C(C1=CC=CC=C1)OC1=CC=C(C=C1)O (4-Benzyloxyphenol), BrCCCCCBr (1,5-dibromopentane). As a reaction SMILES: [CH2:1]([O:8][C:9]1[CH:14]=[CH:13][C:12]([OH:15])=[CH:11][CH:10]=1)[C:2]1[CH:7]=[CH:6][CH:5]=[CH:4][CH:3]=1.[Br:16][CH2:17][CH2:18][CH2:19][CH2:20][CH2:21]Br>C1(C)C=CC=CC=1>[CH2:1]([O:8][C:9]1[CH:10]=[CH:11][C:12]([O:15][CH2:21][CH2:20][CH2:19][CH2:18][CH2:17][Br:16])=[CH:13][CH:14]=1)[C:2]1[CH:3]=[CH:4][CH:5]=[CH:6][CH:7]=1. The solvent is C1(=CC=CC=C1)C (toluene). Reaction conditions: time 5 day. Procedure: 4-Benzyloxyphenol and 1,5-dibromopentane were reacted under conditions described in Example 15 for 5 days. The crude product isolated by a toluene extraction, was distilled to give 1-benzyloxy-4-(5-bromopentoxy)benzene as an oil (88.9% pure by gas chromatography). Product: C(C1=CC=CC=C1)OC1=CC=C(C=C1)OCCCCCBr (1-benzyloxy-4-(5-bromopentoxy)benzene).